Dataset: the Open Reaction Database (ORD), a public repository of structured organic reaction records. Task: describe an organic reaction: reactants, conditions, products, and yield Starting materials: C(C)(=O)C(=CN(C)C)C1=C(C=CC=C1)[N+](=O)[O-] (α-acetyl-β-dimethylamino-2-nitrostyrene), C(C)(=O)C(=CN(C)C)C1=C(C=CC=C1)[N+](=O)[O-] (α-acetyl-β-dimethylamino-2-nitrostyrene), O (water). Run in O1CCOCC1 (dioxane). Product: [N+](=O)([O-])C1=C(C=CC=C1)CC(C)=O (1-o-nitrophenyl-2-propanone). As a reaction SMILES: [C:1]([C:4]([C:9]1[CH:14]=[CH:13][CH:12]=[CH:11][C:10]=1[N+:15]([O-:17])=[O:16])=CN(C)C)(=[O:3])[CH3:2].O>O1CCOCC1>[N+:15]([C:10]1[CH:11]=[CH:12][CH:13]=[CH:14][C:9]=1[CH2:4][C:1](=[O:3])[CH3:2])([O-:17])=[O:16]. Reported procedure: The product of Example 8, i.e., α-acetyl-β-dimethylamino-2-nitrostyrene was refluxed with a mixture of 8 ml. of water and 25 ml. of dioxane for 24 hours. After cooling, the mixture was concentrated in vacuo and the residue partitioned between methylene chloride and water. The organic phase was washed with brine, dried and concentrated. The crude product was chromatographed on silica gel using benzene, followed by methylene chloride as the eluent to give 926 mg. (26 percent based on β-dimethylami... Reactants: COCC[S](CCOC)(F)(F)F (bis(2-methoxyethyl)sulfur trifluoride), O (water), COCC[S](CCOC)(F)(F)F (Bis(2-methoxyethyl)sulfur trifluoride), OC(CN1CCC2(CC1)CC1(C2)CC=2C(=CN=C(C2)C2=CC=C(C=C2)S(=O)(=O)C)O1)(C)C (1″-(2-hydroxy-2-methyl-propyl)-5-(4-methylsulfonyl-phenyl)-dispiro[2,3-dihydrofuro[2,3-c]pyridine-2,1′-cyclobutane-3′,4″-piperidine]). Reagents/catalysts: CO (methanol). Solvent: ClCCl (dichloromethane). Reaction conditions: time 3 hour. Yields the product FC(CN1CCC2(CC1)CC1(C2)CC=2C(=CN=C(C2)C2=CC=C(C=C2)S(=O)(=O)C)O1)(C)C (1″-(2-Fluoro-2-methyl-propyl)-5-(4-methylsulfonyl-phenyl)-dispiro[2,3-dihydrofuro[2,3-c]pyridine-2,1′-cyclobutane-3′,4″-piperidine]), bis(trifluoroacetic acid). RXN SMILES: COCC[S](F)(F)([F:10])CCOC.O[C:14]([CH3:44])([CH3:43])[CH2:15][N:16]1[CH2:21][CH2:20][C:19]2([CH2:24][C:23]3([O:42][C:27]4=[CH:28][N:29]=[C:30]([C:32]5[CH:37]=[CH:36][C:35]([S:38]([CH3:41])(=[O:40])=[O:39])=[CH:34][CH:33]=5)[CH:31]=[C:26]4[CH2:25]3)[CH2:22]2)[CH2:18][CH2:17]1.O>ClCCl.CO>[F:10][C:14]([CH3:44])([CH3:43])[CH2:15][N:16]1[CH2:21][CH2:20][C:19]2([CH2:24][C:23]3([O:42][C:27]4=[CH:28][N:29]=[C:30]([C:32]5[CH:37]=[CH:36][C:35]([S:38]([CH3:41])(=[O:40])=[O:39])=[CH:34][CH:33]=5)[CH:31]=[C:26]4[CH2:25]3)[CH2:22]2)[CH2:18][CH2:17]1 |^1:4|. Procedure: Bis(2-methoxyethyl)sulfur trifluoride (50% in toluene; 40 μL) is added to a solution of 1″-(2-hydroxy-2-methyl-propyl)-5-(4-methylsulfonyl-phenyl)-dispiro[2,3-dihydrofuro[2,3-c]pyridine-2,1′-cyclobutane-3′,4″-piperidine] (20 mg) in dichloromethane (5 mL) chilled in an ice bath. The solution is stirred in the cooling bath for 2 h before another portion of bis(2-methoxyethyl)sulfur trifluoride (50% in toluene; 20 μL) is added. After stirring for 3 h, a few drops of methanol and water are added. Th...